This data is from the Open Reaction Database (ORD), a public repository of structured organic reaction records. The task is: describe an organic reaction: reactants, conditions, products, and yield Reactants: CCOC(=NC#N)C1=CC(C)(C)Oc2ccc([N+](=O)[O-])cc21, NC1CC1, ClCCl. The product is CC1(C)C=C(C(=NC2CC2)NC#N)c2cc([N+](=O)[O-])ccc2O1. Reaction SMILES: [CH2:1]([O:2][C:4](=[N:5][C:6]#[N:7])[C:8]1=[CH:9][C:10]([CH3:21])([CH3:22])[O:11][c:12]2[c:13]1[cH:14][c:15]([N+:18](=[O:19])[O-:20])[cH:16][cH:17]2)[CH3:3].[CH:23]1([NH2:26])[CH2:24][CH2:25]1.[Cl:27][CH2:28][Cl:29]>>[C:4]([NH:5][C:6]#[N:7])([C:8]1=[CH:9][C:10]([CH3:21])([CH3:22])[O:11][c:12]2[c:13]1[cH:14][c:15]([N+:18](=[O:19])[O-:20])[cH:16][cH:17]2)=[N:26][CH:23]1[CH2:24][CH2:25]1. Reactants: Cc1nc2ccccn2c(=O)c1Br, CC[O-], CCO, [Na+], O=Cc1cccc2c1OCO2. Yields the product O=c1c(Br)c(C=Cc2cccc3c2OCO3)nc2ccccn12. RXN SMILES: [Br:1][c:2]1[c:3]([CH3:13])[n:4][c:5]2[n:6]([c:7]1=[O:8])[cH:9][cH:10][cH:11][cH:12]2.[CH3:26][CH2:27][O-:28].[CH3:29][CH2:30][OH:31].[Na+:25].[O:14]1[CH2:15][O:16][c:17]2[c:18]1[cH:19][cH:20][cH:21][c:22]2[CH:23]=[O:24]>>[Br:1][c:2]1[c:3]([CH:13]=[CH:23][c:22]2[c:17]3[c:18]([cH:19][cH:20][cH:21]2)[O:14][CH2:15][O:16]3)[n:4][c:5]2[n:6]([c:7]1=[O:8])[cH:9][cH:10][cH:11][cH:12]2.